From a dataset of the Open Reaction Database (ORD), a public repository of structured organic reaction records. describe an organic reaction: reactants, conditions, products, and yield Reactants: O (water), BrCC(=O)OC (Methyl bromoacetate), C([O-])([O-])=O.[K+].[K+] (potassium carbonate), BrC1(C(C=CC(=C1)C1=C2C=CC=CC2=C(C=2SC(=C(C21)C)C)Br)O)[N+](=O)[O-] (2-bromo-4-(9-bromo-2,3-dimethyl-naphtho[2,3-b]thiophen-4-yl)-2-nitro-phenol). Run in CN(C)C=O (DMF). Reaction conditions: time 15 hour. Product: BrC1(C(OCC(=O)O)C=CC(=C1)C1=C2C=CC=CC2=C(C=2SC(=C(C21)C)C)Br)[N+](=O)[O-] ([2-Bromo-4-(9-bromo-2,3-dimethyl-naphtho[2,3-b]thiophen-4-yl)-2-nitro-phenoxy]-acetic acid). Yield: 68.1%. As a reaction SMILES: Br[CH2:2][C:3]([O:5]C)=[O:4].C(=O)([O-])[O-].[K+].[K+].[Br:13][C:14]1([N+:37]([O-:39])=[O:38])[CH:19]=[C:18]([C:20]2[C:32]3[C:31]([CH3:33])=[C:30]([CH3:34])[S:29][C:28]=3[C:27]([Br:35])=[C:26]3[C:21]=2[CH:22]=[CH:23][CH:24]=[CH:25]3)[CH:17]=[CH:16][CH:15]1[OH:36].O>CN(C=O)C>[Br:13][C:14]1([N+:37]([O-:39])=[O:38])[CH:19]=[C:18]([C:20]2[C:32]3[C:31]([CH3:33])=[C:30]([CH3:34])[S:29][C:28]=3[C:27]([Br:35])=[C:26]3[C:21]=2[CH:22]=[CH:23][CH:24]=[CH:25]3)[CH:17]=[CH:16][CH:15]1[O:36][CH2:2][C:3]([OH:5])=[O:4] |f:1.2.3|. Procedure details: Methyl bromoacetate (0.150 mL, 1.58 mmol) was added to a stirred suspension of potassium carbonate (0.223 g, 1.61 mmol), 2-bromo-4-(9-bromo-2,3-dimethyl-naphtho[2,3-b]thiophen-4-yl)-2-nitro-phenol (0.400 g, 0.789 mmol) in DMF (2.8 mL). After 15 h, the reaction mixture was added to water and extracted with ethyl acetate. Silica gel was added to the ethyl acetate and the solvent was removed. The adsorbate was flashed (9:1 petroleum ether: ethyl actetate) to provide the title compound as a yellow s... Starting materials: ClC=1C=CC(=NC1)NCC1CC2(CCCC2)CCN1C(=O)OC(C)(C)C ((±)tert-butyl 7-(((5-chloropyridin-2-yl)amino)methyl)-8-azaspiro[4.5]decane-8-carboxylate), ClC=1C=CC(=NC1)NCC1CC2(CCCC2)CCN1C(=O)OC(C)(C)C ((±)tert-butyl 7-(((5-chloropyridin-2-yl)amino)methyl)-8-azaspiro[4.5]decane-8-carboxylate), FC(C(=O)O)(F)F (trifluoroacetic acid). Run in ClCCl (dichloromethane). Reaction conditions: temperature 0 celsius, time 1 hour. Yields the product C1CCCC12CC(NCC2)CNC2=NC=C(C=C2)Cl ((±)N-(8-azaspiro[4.5]decan-7-ylmethyl)-5-chloropyridin-2-amine). The yield is 81.5%. Reaction SMILES: [Cl:1][C:2]1[CH:3]=[CH:4][C:5]([NH:8][CH2:9][CH:10]2[N:19](C(OC(C)(C)C)=O)[CH2:18][CH2:17][C:12]3([CH2:16][CH2:15][CH2:14][CH2:13]3)[CH2:11]2)=[N:6][CH:7]=1.FC(F)(F)C(O)=O>ClCCl>[CH2:13]1[C:12]2([CH2:17][CH2:18][NH:19][CH:10]([CH2:9][NH:8][C:5]3[CH:4]=[CH:3][C:2]([Cl:1])=[CH:7][N:6]=3)[CH2:11]2)[CH2:16][CH2:15][CH2:14]1. Procedure: (±)tert-butyl 7-(((5-chloropyridin-2-yl)amino)methyl)-8-azaspiro[4.5]decane-8-carboxylate (intermediate 74, 1 g, 2.63 mmol) was dissolved in dichloromethane (10 ml) and cooled to 0° C., then trifluoroacetic acid (30 ml) was added. After 1 hour at 0° C. and 2 hours at room temperature the solution was evaporated, the residue re-dissolved in dichloromethane was washed with saturated NaHCO3 aqueous solution. The organic layers were dried (Na2SO4) and concentrated under vacuum to obtain Obtained 600... Starting materials: COc1ccccc1N1CCN(C2CC=C(c3ccc(-c4ccccc4)cc3)CC2)CC1, CC(=O)O. Product: COc1ccccc1N1CCN(C2CCC(c3ccc(-c4ccccc4)cc3)CC2)CC1. RXN SMILES: [CH3:1][O:2][c:3]1[c:4]([N:9]2[CH2:10][CH2:11][N:12]([CH:15]3[CH2:16][CH:17]=[C:18]([c:21]4[cH:22][cH:23][c:24](-[c:27]5[cH:28][cH:29][cH:30][cH:31][cH:32]5)[cH:25][cH:26]4)[CH2:19][CH2:20]3)[CH2:13][CH2:14]2)[cH:5][cH:6][cH:7][cH:8]1.[CH3:33][C:34](=[O:35])[OH:36]>>[CH3:1][O:2][c:3]1[c:4]([N:9]2[CH2:10][CH2:11][N:12]([CH:15]3[CH2:16][CH2:17][CH:18]([c:21]4[cH:22][cH:23][c:24](-[c:27]5[cH:28][cH:29][cH:30][cH:31][cH:32]5)[cH:25][cH:26]4)[CH2:19][CH2:20]3)[CH2:13][CH2:14]2)[cH:5][cH:6][cH:7][cH:8]1. Starting materials: ClC1=NC2=NC(=C(N=C2C(=N1)N1CCS(CC1)=O)Cl)N1CCOCC1 (2,6-dichloro-7-morpholino-4-(1-oxido-thiomorpholino)pteridine), N1CCNCC1 (piperazine). Product: ClC=1N=C2C(=NC(=NC2=NC1N1CCOCC1)N1CCNCC1)N1CCS(CC1)=O (6-Chloro-7-morpholino-4-(1-oxido-thiomorpholino)-2-piperazino-pteridine). RXN SMILES: Cl[C:2]1[N:11]=[C:10]([N:12]2[CH2:17][CH2:16][S:15](=[O:18])[CH2:14][CH2:13]2)[C:9]2[C:4](=[N:5][C:6]([N:20]3[CH2:25][CH2:24][O:23][CH2:22][CH2:21]3)=[C:7]([Cl:19])[N:8]=2)[N:3]=1.[NH:26]1[CH2:31][CH2:30][NH:29][CH2:28][CH2:27]1>>[Cl:19][C:7]1[N:8]=[C:9]2[C:4](=[N:5][C:6]=1[N:20]1[CH2:25][CH2:24][O:23][CH2:22][CH2:21]1)[N:3]=[C:2]([N:26]1[CH2:31][CH2:30][NH:29][CH2:28][CH2:27]1)[N:11]=[C:10]2[N:12]1[CH2:17][CH2:16][S:15](=[O:18])[CH2:14][CH2:13]1. Procedure: This compound was prepared analogous to Example 1 from 2,6-dichloro-7-morpholino-4-(1-oxido-thiomorpholino)pteridine and piperazine.